This data is from the Open Reaction Database (ORD), a public repository of structured organic reaction records. The task is: describe an organic reaction: reactants, conditions, products, and yield Reactants: CC(=O)N1CCc2c(sc(C)c2CCCl)C1, CCO, CNC. Product: CC(=O)N1CCc2c(sc(C)c2CCN(C)C)C1. RXN SMILES: [C:1]([CH3:2])(=[O:3])[N:4]1[CH2:5][c:6]2[c:7]([c:10]([CH2:14][CH2:15][Cl:16])[c:11]([CH3:13])[s:12]2)[CH2:8][CH2:9]1.[CH2:17]([OH:18])[CH3:19].[CH3:20][NH:21][CH3:22]>>[C:1]([CH3:2])(=[O:3])[N:4]1[CH2:5][c:6]2[c:7]([c:10]([CH2:14][CH2:15][N:21]([CH3:20])[CH3:22])[c:11]([CH3:13])[s:12]2)[CH2:8][CH2:9]1.